From a dataset of the Open Reaction Database (ORD), a public repository of structured organic reaction records. describe an organic reaction: reactants, conditions, products, and yield Starting materials: C(C)(C)(C)OC(=O)N1CCC(CC1)C(CC1=CC(=NC=C1Br)Cl)O (4-[2-(5-bromo-2-chloro-pyridin-4-yl)-1-hydroxy-ethyl]-piperidine-1-carboxylic acid tert-butyl ester), C(C)(C)(C)P(C1=C(C2=CC=CC=C2C=C1)C1=CC=CC2=CC=CC=C12)C(C)(C)C (racemic 2-(di-tert-butylphosphino)-1,1′-binaphthyl), C([O-])([O-])=O.[Cs+].[Cs+] (cesium carbonate), C(C)(=O)OCC (ethyl acetate). Reagents/catalysts: C(C)(=O)[O-].[Pd+2].C(C)(=O)[O-] (palladium acetate). Solvent: C1(=CC=CC=C1)C (toluene), O (water). Run at temperature 110 celsius. Product: C(C)(C)(C)OC(=O)N1CCC(CC1)C1CC=2C(=CN=C(C2)Cl)O1 (4-(5-Chloro-2,3-dihydro-furo[2,3-c]pyridin-2-yl)-piperidine-1-carboxylic acid tert-butyl ester). As a reaction SMILES: [C:1]([O:5][C:6]([N:8]1[CH2:13][CH2:12][CH:11]([CH:14]([OH:24])[CH2:15][C:16]2[C:21](Br)=[CH:20][N:19]=[C:18]([Cl:23])[CH:17]=2)[CH2:10][CH2:9]1)=[O:7])([CH3:4])([CH3:3])[CH3:2].C(P(C(C)(C)C)C1C=CC2C(=CC=CC=2)C=1C1C2C(=CC=CC=2)C=CC=1)(C)(C)C.C(=O)([O-])[O-].[Cs+].[Cs+].C(OCC)(=O)C>C1(C)C=CC=CC=1.C([O-])(=O)C.[Pd+2].C([O-])(=O)C.O>[C:1]([O:5][C:6]([N:8]1[CH2:13][CH2:12][CH:11]([CH:14]2[O:24][C:21]3=[CH:20][N:19]=[C:18]([Cl:23])[CH:17]=[C:16]3[CH2:15]2)[CH2:10][CH2:9]1)=[O:7])([CH3:4])([CH3:3])[CH3:2] |f:2.3.4,7.8.9|. Procedure details: A mixture of 4-[2-(5-bromo-2-chloro-pyridin-4-yl)-1-hydroxy-ethyl]-piperidine-1-carboxylic acid tert-butyl ester (11.60 g), palladium acetate (500 mg), racemic 2-(di-tert-butylphosphino)-1,1′-binaphthyl (1.00 g), and cesium carbonate (14.00 g) in toluene (150 mL) is heated in an oil bath at 110° C. under argon atmosphere for 5 h. After cooling to room temperature, ethyl acetate and water are added and the organic phase is separated, washed with brine, dried over MgSO4, and concentrated in vacuo.... The reactants are BrCc1csc(Br)n1, O=C([O-])[O-], CC#N, [Cs+], [Cs+], [I-], [K+], CSc1cccc(C(=NO)c2nnnn2C)c1. The product is CSc1cccc(C(=NOCc2csc(Br)n2)c2nnnn2C)c1. Reaction SMILES: [Br:26][c:27]1[s:28][cH:29][c:30]([CH2:32][Br:33])[n:31]1.[C:18](=[O:19])([O-:20])[O-:21].[CH3:34][C:35]#[N:36].[Cs+:22].[Cs+:23].[I-:25].[K+:24].[OH:1][N:2]=[C:3]([c:4]1[n:5][n:6][n:7][n:8]1[CH3:9])[c:10]1[cH:11][c:12]([S:16][CH3:17])[cH:13][cH:14][cH:15]1>>[O:1]([N:2]=[C:3]([c:4]1[n:5][n:6][n:7][n:8]1[CH3:9])[c:10]1[cH:11][c:12]([S:16][CH3:17])[cH:13][cH:14][cH:15]1)[CH2:32][c:30]1[cH:29][s:28][c:27]([Br:26])[n:31]1. Reactants: C1COCCN1, Clc1nc(Cl)c2cc(Br)ccc2n1, ClCCl. Yields the product Clc1nc(N2CCOCC2)c2cc(Br)ccc2n1. RXN SMILES: [CH2:14]1[CH2:15][O:16][CH2:17][CH2:18][NH:19]1.[Cl:1][c:2]1[n:3][c:4]2[cH:5][cH:6][c:7]([Br:13])[cH:8][c:9]2[c:10]([Cl:12])[n:11]1.[Cl:20][CH2:21][Cl:22]>>[Cl:1][c:2]1[n:3][c:4]2[cH:5][cH:6][c:7]([Br:13])[cH:8][c:9]2[c:10]([N:19]2[CH2:14][CH2:15][O:16][CH2:17][CH2:18]2)[n:11]1.